Dataset: the Open Reaction Database (ORD), a public repository of structured organic reaction records. Task: describe an organic reaction: reactants, conditions, products, and yield Reactants: C(C1=CC=CC=C1)N1C(N(CC1)C=1SC(=C(N1)C)C(=O)O)=O (2-(3-benzyl-2-oxoimidazolidin-1-yl)-4-methylthiazole-5-carboxylic acid), CC=1N=C(SC1C(=O)O)N1C(N(CC1)CC1=CC=C(C=C1)C(F)(F)F)=O (4-methyl-2-(2-oxo-3-(4-(trifluoromethyl)benzyl)imidazolidin-1-yl)thiazole-5-carboxylic acid), NCC=1C=NC=CC1 (3-(aminomethyl)pyridine). Reaction SMILES: C(N1CCN(C2SC(C(O)=O)=C(C)N=2)C1=O)C1C=CC=CC=1.[CH3:23][C:24]1[N:25]=[C:26]([N:32]2[CH2:36][CH2:35][N:34]([CH2:37][C:38]3[CH:43]=[CH:42][C:41]([C:44]([F:47])([F:46])[F:45])=[CH:40][CH:39]=3)[C:33]2=[O:48])[S:27][C:28]=1[C:29]([OH:31])=O.[NH2:49][CH2:50][C:51]1[CH:52]=[N:53][CH:54]=[CH:55][CH:56]=1>>[CH3:23][C:24]1[N:25]=[C:26]([N:32]2[CH2:36][CH2:35][N:34]([CH2:37][C:38]3[CH:43]=[CH:42][C:41]([C:44]([F:45])([F:46])[F:47])=[CH:40][CH:39]=3)[C:33]2=[O:48])[S:27][C:28]=1[C:29]([NH:49][CH2:50][C:51]1[CH:52]=[N:53][CH:54]=[CH:55][CH:56]=1)=[O:31]. Yield: 49.0%. Procedure details: Following the procedure as describe in Example 9, making variations as required to replace 2-(3-benzyl-2-oxoimidazolidin-1-yl)-4-methylthiazole-5-carboxylic acid with 4-methyl-2-(2-oxo-3-(4-(trifluoromethyl)benzyl)imidazolidin-1-yl)thiazole-5-carboxylic acid to react with 3-(aminomethyl)pyridine in place of benzylamine, the title compound was obtained as a white powder in 49% yield: mp 107-108° C.; 1H NMR (300 MHz, CDCl3) δ 8.56 (s, 1H), 8.44 (s, 1H), 7.66 (d, J=7.8 Hz, 1H), 7.56 (d, J=8.1 Hz, 2... Yields the product CC=1N=C(SC1C(=O)NCC=1C=NC=CC1)N1C(N(CC1)CC1=CC=C(C=C1)C(F)(F)F)=O (4-methyl-2-(2-oxo-3-(4-(trifluoromethyl)benzyl)imidazolidin-1-yl)-N-(pyridin-3-ylmethyl)thiazole-5-carboxamide). Reactants: [N+](=O)(O)[O-] (nitric acid), ClC1=C(C=CC(=C1)F)N1C(N(C(N(C1=O)C)=O)CC(=O)OC(C)C)=O (isopropyl 3-(2-chloro-4-fluorophenyl)tetrahydro-5-methyl-2,4,6-trioxo-s-triazine-1(2H)-acetate), [N+](=O)(O)[O-] (nitric acid), [N+](=O)(O)[O-] (nitric acid), [N+](=O)(O)[O-] (nitric acid). Run in S(O)(O)(=O)=O (sulfuric acid). Run at time 8 hour. Product: ClC1=C(C=C(C(=C1)F)[N+](=O)[O-])N1C(N(C(N(C1=O)C)=O)CC(=O)O)=O (3-(2-Chloro-4-fluoro-5-nitrophenyl)tetrahydro-5-methyl-2,4,6-trioxo-s-triazine-1(2H)-acetic acid). Reaction SMILES: [Cl:1][C:2]1[CH:7]=[C:6]([F:8])[CH:5]=[CH:4][C:3]=1[N:9]1[C:14](=[O:15])[N:13]([CH3:16])[C:12](=[O:17])[N:11]([CH2:18][C:19]([O:21]C(C)C)=[O:20])[C:10]1=[O:25].[N+:26]([O-])([OH:28])=[O:27]>S(=O)(=O)(O)O>[Cl:1][C:2]1[CH:7]=[C:6]([F:8])[C:5]([N+:26]([O-:28])=[O:27])=[CH:4][C:3]=1[N:9]1[C:14](=[O:15])[N:13]([CH3:16])[C:12](=[O:17])[N:11]([CH2:18][C:19]([OH:21])=[O:20])[C:10]1=[O:25]. Procedure details: A solution of isopropyl 3-(2-chloro-4-fluorophenyl)tetrahydro-5-methyl-2,4,6-trioxo-s-triazine-1(2H)-acetate (48.7 g, 0.0508 mol) in concentrated sulfuric acid is cooled to 0° C., treated with 90% nitric acid (2.6 mL), stirred at room temperature overnight, treated with 90% nitric acid (1.0 mL), stirred for 4 hours, treated with 90% nitric acid (2.0 mL), stirred at room temperature overnight, treated with 90% nitric acid (1.0 mL), stirred for 1 hour and poured onto ice. The resultant aqueous sol...